This data is from the Open Reaction Database (ORD), a public repository of structured organic reaction records. The task is: describe an organic reaction: reactants, conditions, products, and yield The reactants are NC1=C2C(=NC=N1)N(N=C2C=2N(C1=CC=C(C=C1C2)OCC2=CC=CC=C2)C(=O)OC(C)(C)C)C(C)C (tert-butyl 2-(4-amino-1-isopropyl-1H-pyrazolo[3,4-d]pyrimidin-3-yl)-5-(benzyloxy)-1H-indole-1-carboxylate), C(=O)O (formic acid), Cl (HCl). Reaction conditions: time 1 hour. The product is NC1=C2C(=NC=N1)N(N=C2C=2NC1=CC=C(C=C1C2)O)C(C)C (2-(4-amino-1-isopropyl-1H-pyrazolo[3,4-d]pyrimidin-3-yl)-1H-indol-5-ol). RXN SMILES: [NH2:1][C:2]1[N:7]=[CH:6][N:5]=[C:4]2[N:8]([CH:35]([CH3:37])[CH3:36])[N:9]=[C:10]([C:11]3[N:12](C(OC(C)(C)C)=O)[C:13]4[C:18]([CH:19]=3)=[CH:17][C:16]([O:20]CC3C=CC=CC=3)=[CH:15][CH:14]=4)[C:3]=12.C(O)=O.Cl>>[NH2:1][C:2]1[N:7]=[CH:6][N:5]=[C:4]2[N:8]([CH:35]([CH3:37])[CH3:36])[N:9]=[C:10]([C:11]3[NH:12][C:13]4[C:18]([CH:19]=3)=[CH:17][C:16]([OH:20])=[CH:15][CH:14]=4)[C:3]=12. Reported procedure: BA24 (3-(4-fluoro-3-methoxyphenyl)-1-isopropyl-1H-pyrazolo[3,4-d]pyrimidin-4-amine, 30 mg, 0.10 mmol) was dissolved in a solution of formic acid (4.5 ml, 10 equivalents) and HCl (0.45 ml, 1 equivalent). The reaction was heated and stirred for one hour under an argon atmosphere. The reaction was then concentrated in vacuo and purified by RP-HPLC (MeCN:H2O:0.1% TFA) to yield BA24dd. ESI-MS (M+H)+ m/z calcd 309.1, found 309.1. Starting materials: O[C@@H]1C[C@H](N(C1)C([C@H]([C@H](CC)OCCCC=C)NC(OC(C)(C)C)=O)=O)C(N[C@]1([C@@H](C1)C=C)C(NS(=O)(=O)C1(CC1)C)=O)=O (tert-butyl ((2S,3S)-1-((2S,4R)-4-hydroxy-2-(((1R,2S)-1-(((1-methylcyclopropyl)sulfonyl)carbamoyl)-2-vinylcyclopropyl)carbamoyl)pyrrolidin-1-yl)-1-oxo-3-(pent-4-en-1-yloxy)pentan-2-yl)carbamate), material. The reagents and catalysts are CC1=CC(=C(C(=C1)C)N2CCN(C2=[Ru](=CC3=C(C=CC=C3)OC(C)C)(Cl)Cl)C4=C(C=C(C=C4C)C)C)C (Hoveyda-Grubbs Catalyst 2nd Generation). Solvent: ClCCCl (DCE). Run at temperature 80 celsius, time 2 hour. The product is C(C)[C@@H]1OCCC\C=C/[C@H]2[C@](NC([C@H]3N(C([C@H]1NC(OC(C)(C)C)=O)=O)C[C@@H](C3)O)=O)(C2)C(NS(=O)(=O)C2(CC2)C)=O (tert-butyl ((2R,6S,7S,13aS,14aR,16aS,Z)-7-ethyl-2-hydroxy-14a-(((1-methylcyclopropyl)sulfonyl)carbamoyl)-5,16-dioxo-2,3,5,6,7,9,10,11,13a,14,14a,15,16,16a-tetradecahydro-1H-cyclopropa[i]pyrrolo[1,2-e][1,5,8]oxadiazacyclopentadecin-6-yl)carbamate), foam. Isolated yield 22.0%. RXN SMILES: [OH:1][C@H:2]1[CH2:6][N:5]([C:7](=[O:26])[C@@H:8]([NH:18][C:19](=[O:25])[O:20][C:21]([CH3:24])([CH3:23])[CH3:22])[C@@H:9]([O:12][CH2:13][CH2:14][CH2:15][CH:16]=[CH2:17])[CH2:10][CH3:11])[C@H:4]([C:27](=[O:44])[NH:28][C@:29]2([C:34](=[O:43])[NH:35][S:36]([C:39]3([CH3:42])[CH2:41][CH2:40]3)(=[O:38])=[O:37])[CH2:31][C@H:30]2C=C)[CH2:3]1>CC1C=C(C)C(N2C(=[Ru](Cl)(Cl)=CC3C=CC=CC=3OC(C)C)N(C3C(C)=CC(C)=CC=3C)CC2)=C(C)C=1.ClCCCl>[CH2:10]([C@H:9]1[C@H:8]([NH:18][C:19](=[O:25])[O:20][C:21]([CH3:24])([CH3:22])[CH3:23])[C:7](=[O:26])[N:5]2[CH2:6][C@H:2]([OH:1])[CH2:3][C@H:4]2[C:27](=[O:44])[NH:28][C@:29]2([C:34](=[O:43])[NH:35][S:36]([C:39]3([CH3:42])[CH2:40][CH2:41]3)(=[O:38])=[O:37])[CH2:31][C@H:30]2[CH:17]=[CH:16][CH2:15][CH2:14][CH2:13][O:12]1)[CH3:11]. Procedure details: To a round-bottom flask equipped with a stir bar was added tert-butyl ((2S,3S)-1-((2S,4R)-4-hydroxy-2-(((1R,2S)-1-(((1-methylcyclopropyl)sulfonyl)carbamoyl)-2-vinylcyclopropyl)carbamoyl)pyrrolidin-1-yl)-1-oxo-3-(pent-4-en-1-yloxy)pentan-2-yl)carbamate (all material from step 4, 480 mg, 0.749 mmol) and DCE (100 mL). The solution was sparged with nitrogen for 30 minutes. To the solution was added Hoveyda-Grubbs Catalyst 2nd Generation (23 mg, 0.037 mmol). The solution was stirred at 80° C. for 2 h...